This data is from the Open Reaction Database (ORD), a public repository of structured organic reaction records. The task is: describe an organic reaction: reactants, conditions, products, and yield Reactants: FC1=CC=C(C=C1)NC(=O)C1(CC1)C(=O)O (1-((4-fluorophenyl)carbamoyl)-cyclopropanecarboxylic acid), C(C(=O)Cl)(=O)Cl (oxalyl dichloride), C1(CC1)(C(=O)O)C(=O)O (cyclopropane-1,1-dicarboxylic acid), FC1=CC=C(N)C=C1 (4-fluoroaniline), FC=1C=C(N)C=CC1OC1=C2C(=NC=C1)C=C(S2)I (3-fluoro-4-(2-iodothieno[3,2-b]pyridin-7-yloxy)aniline), C(=O)(O)[O-].[Na+] (NaHCO3). The solvent is C1CCOC1 (THF), CN(C)C=O (DMF), C1CCOC1 (THF), O (water). Run at time 30 minute. The product is FC=1C=C(C=CC1OC1=C2C(=NC=C1)C=C(S2)I)N(C(=O)C2(CC2)C(=O)N)C2=CC=C(C=C2)F (N-(3-fluoro-4-(2-iodothieno[3,2-b]pyridin -7-yloxy)phenyl)-N-(4-fluorophenyl)cyclopropane-1,1-dicarboxamide). The yield is 67.0%. RXN SMILES: [F:1][C:2]1[CH:7]=[CH:6][C:5]([NH:8][C:9]([C:11]2([C:14]([OH:16])=O)[CH2:13][CH2:12]2)=[O:10])=[CH:4][CH:3]=1.C1(C(O)=O)(C(O)=O)CC1.FC1C=CC([NH2:31])=CC=1.C(Cl)(=O)C(Cl)=O.[F:40][C:41]1[CH:42]=[C:43]([CH:45]=[CH:46][C:47]=1[O:48][C:49]1[CH:54]=[CH:53][N:52]=[C:51]2[CH:55]=[C:56]([I:58])[S:57][C:50]=12)N.C([O-])(O)=O.[Na+]>C1COCC1.O.CN(C=O)C>[F:40][C:41]1[CH:42]=[C:43]([N:8]([C:5]2[CH:4]=[CH:3][C:2]([F:1])=[CH:7][CH:6]=2)[C:9]([C:11]2([C:14]([NH2:31])=[O:16])[CH2:12][CH2:13]2)=[O:10])[CH:45]=[CH:46][C:47]=1[O:48][C:49]1[CH:54]=[CH:53][N:52]=[C:51]2[CH:55]=[C:56]([I:58])[S:57][C:50]=12 |f:5.6|. Reported procedure: To a stirred mixture of 1-((4-fluorophenyl)carbamoyl)-cyclopropanecarboxylic acid (867 mg, 3.88 mmol; prepared from cyclopropane-1,1-dicarboxylic acid and 4-fluoroaniline using the methods described in WO 2005/030140 and by Shih and Rankin, Synth. Comm. 1996, 26(4), 833-836) and a catalytic amount of DMF (10 μL) in THF (10 mL) was added oxalyl dichloride (0.33 mL, 3.9 mmol) dropwise. After stirring at room temperature for 30 minutes, a solution of 3-fluoro-4-(2-iodothieno[3,2-b]pyridin-7-yloxy)b... The reactants are NC=1N(C2=C(C(=NC=3C=CC=CC23)Cl)N1)CCCCNC(OC(C)(C)C)=O (tert-Butyl 4-(2-amino-4-chloro-1H-imidazo[4,5-c]quinolin-1-yl)butylcarbamate), N (ammonia), solution. Run in CO (methanol). Reaction conditions: temperature 170 celsius, time 1 hour. Product: NCCCCN1C(=NC=2C(=NC=3C=CC=CC3C21)N)N (1-(4-aminobutyl)-1H-imidazo[4,5-c]quinoline-2,4-diamine). As a reaction SMILES: [NH2:1][C:2]1[N:3]([CH2:16][CH2:17][CH2:18][CH2:19][NH:20]C(=O)OC(C)(C)C)[C:4]2[C:13]3[CH:12]=[CH:11][CH:10]=[CH:9][C:8]=3[N:7]=[C:6](Cl)[C:5]=2[N:15]=1.[NH3:28]>CO>[NH2:20][CH2:19][CH2:18][CH2:17][CH2:16][N:3]1[C:4]2[C:13]3[CH:12]=[CH:11][CH:10]=[CH:9][C:8]=3[N:7]=[C:6]([NH2:28])[C:5]=2[N:15]=[C:2]1[NH2:1]. Reported procedure: tert-Butyl 4-(2-amino-4-chloro-1H-imidazo[4,5-c]quinolin-1-yl)butylcarbamate (5.5 g, 14 mmol) and ammonia (50 mL of a 7 N solution in methanol) were added to a high-pressure vessel, which was sealed and heated in an oven at 170° C. for two days. The resulting solution was allowed to cool to room temperature and concentrated under reduced pressure. The resulting dark oil was partially dissolved in methanol, and diethyl ether was added. The mixture was stirred for one hour, and a solid was isolate... Starting materials: CCC(C)C(NC(=O)c1ccccc1OC)C(=O)OC(C)(C)C, ClCCl, O=C(O)C(F)(F)F. The product is CCC(C)C(NC(=O)c1ccccc1OC)C(=O)O. As a reaction SMILES: [C:1]([CH3:2])([CH3:3])([CH3:4])[O:5][C:6]([CH:7]([CH:8]([CH2:9][CH3:10])[CH3:11])[NH:12][C:13]([c:14]1[c:15]([O:20][CH3:21])[cH:16][cH:17][cH:18][cH:19]1)=[O:22])=[O:23].[Cl:31][CH2:32][Cl:33].[OH:24][C:25]([C:26]([F:27])([F:28])[F:29])=[O:30]>>[O:5]=[C:6]([CH:7]([CH:8]([CH2:9][CH3:10])[CH3:11])[NH:12][C:13]([c:14]1[c:15]([O:20][CH3:21])[cH:16][cH:17][cH:18][cH:19]1)=[O:22])[OH:23].